The task is: describe an organic reaction: reactants, conditions, products, and yield. This data is from the Open Reaction Database (ORD), a public repository of structured organic reaction records. Starting materials: CS(C)=O, c1cc(OC2CNC2)ccc1CN1CC2(COC2)C1, CCOC(=O)c1nnc(-c2ccccc2)o1. The product is O=C(c1nnc(-c2ccccc2)o1)N1CC(Oc2ccc(CN3CC4(COC4)C3)cc2)C1. Reaction SMILES: [CH3:36][S:37]([CH3:38])=[O:39].[NH:1]1[CH2:2][CH:3]([O:5][c:6]2[cH:7][cH:8][c:9]([CH2:10][N:11]3[CH2:12][C:13]4([CH2:14][O:15][CH2:16]4)[CH2:17]3)[cH:18][cH:19]2)[CH2:4]1.[c:20]1(-[c:26]2[n:27][n:28][c:29]([C:31](=[O:32])[O:33][CH2:34][CH3:35])[o:30]2)[cH:21][cH:22][cH:23][cH:24][cH:25]1>>[N:1]1([C:31]([c:29]2[n:28][n:27][c:26](-[c:20]3[cH:21][cH:22][cH:23][cH:24][cH:25]3)[o:30]2)=[O:32])[CH2:2][CH:3]([O:5][c:6]2[cH:7][cH:8][c:9]([CH2:10][N:11]3[CH2:12][C:13]4([CH2:14][O:15][CH2:16]4)[CH2:17]3)[cH:18][cH:19]2)[CH2:4]1. The reactants are CCO, [Cl-], [Fe], Cc1ccc2c(=O)n(C(C)CN=[N+]=[N-])ccc2c1NC(=O)Cc1ccc(C(F)(F)F)c(F)c1, [NH4+], O. Yields the product Cc1ccc2c(=O)n(C(C)CN)ccc2c1NC(=O)Cc1ccc(C(F)(F)F)c(F)c1. Reaction SMILES: [CH3:34][CH2:35][OH:36].[Cl-:37].[Fe:40].[N:1](=[N+:2]=[N-:3])[CH2:4][CH:5]([CH3:6])[n:7]1[c:8](=[O:33])[c:9]2[cH:10][cH:11][c:12]([CH3:32])[c:13]([NH:17][C:18]([CH2:19][c:20]3[cH:21][c:22]([F:30])[c:23]([C:26]([F:27])([F:28])[F:29])[cH:24][cH:25]3)=[O:31])[c:14]2[cH:15][cH:16]1.[NH4+:38].[OH2:39]>>[NH2:1][CH2:4][CH:5]([CH3:6])[n:7]1[c:8](=[O:33])[c:9]2[cH:10][cH:11][c:12]([CH3:32])[c:13]([NH:17][C:18]([CH2:19][c:20]3[cH:21][c:22]([F:30])[c:23]([C:26]([F:27])([F:28])[F:29])[cH:24][cH:25]3)=[O:31])[c:14]2[cH:15][cH:16]1.